This data is from the Open Reaction Database (ORD), a public repository of structured organic reaction records. The task is: describe an organic reaction: reactants, conditions, products, and yield The product is O=Cc1ccccc1C1=CCCCC1. Reactants: N#Cc1ccccc1C1=CCCCC1, ClCCl, CCOCC, O=S(=O)(O)O. RXN SMILES: [C:1]1([c:7]2[c:8]([C:9]#[N:10])[cH:11][cH:12][cH:13][cH:14]2)=[CH:2][CH2:3][CH2:4][CH2:5][CH2:6]1.[CH2:25]([Cl:26])[Cl:27].[CH3:15][CH2:16][O:17][CH2:18][CH3:19].[S:20](=[O:21])(=[O:22])([OH:23])[OH:24]>>[C:1]1([c:7]2[c:8]([CH:9]=[O:17])[cH:11][cH:12][cH:13][cH:14]2)=[CH:2][CH2:3][CH2:4][CH2:5][CH2:6]1. The reactants are ClCCl, O=C(O)c1ccc(C2=CCOc3ccccc32)cc1, O=S(Cl)Cl. Yields the product O=C(Cl)c1ccc(C2=CCOc3ccccc32)cc1. As a reaction SMILES: [Cl:24][CH2:25][Cl:26].[O:5]1[CH2:6][CH:7]=[C:8]([c:15]2[cH:16][cH:17][c:18]([C:19](=[O:20])[OH:21])[cH:22][cH:23]2)[c:9]2[cH:10][cH:11][cH:12][cH:13][c:14]21.[S:1]([Cl:2])([Cl:3])=[O:4]>>[Cl:3][C:19]([c:18]1[cH:17][cH:16][c:15]([C:8]2=[CH:7][CH2:6][O:5][c:14]3[c:9]2[cH:10][cH:11][cH:12][cH:13]3)[cH:23][cH:22]1)=[O:20]. Starting materials: COC1=CC=C(CS[C@H]2C[C@H](N(C2)C(=O)OCC2=CC=C(C=C2)[N+](=O)[O-])C(=O)N2CCN(CCC2)C)C=C1 ((2S, 4S)-4-(4-methoxybenzylthio)-2-(4-methyl-1-homopiperazinylcarbonyl)-1-(4-nitrobenzyloxycarbonyl)pyrrolidine), FC(S(=O)(=O)O)(F)F (trifluoromethanesulfonic acid), ice, FC(C(=O)O)(F)F (trifluoroacetic acid). Run in C1(=CC=CC=C1)OC (anisole). Conditions: time 1 hour. Yields the product FC(S(=O)(=O)O)(F)F.FC(S(=O)(=O)O)(F)F.S[C@H]1C[C@H](N(C1)C(=O)OCC1=CC=C(C=C1)[N+](=O)[O-])C(=O)N1CCN(CCC1)C ((2S, 4S)-4-Mercapto-2-(4-methyl-1-homopiperazinylcarbonyl)-1-(4-nitrobenzyloxycarbonyl)pyrrolidine bis(trifluromethanesulfonate)). As a reaction SMILES: COC1C=CC(C[S:8][C@@H:9]2[CH2:13][N:12]([C:14]([O:16][CH2:17][C:18]3[CH:23]=[CH:22][C:21]([N+:24]([O-:26])=[O:25])=[CH:20][CH:19]=3)=[O:15])[C@H:11]([C:27]([N:29]3[CH2:35][CH2:34][CH2:33][N:32]([CH3:36])[CH2:31][CH2:30]3)=[O:28])[CH2:10]2)=CC=1.FC(F)(F)C(O)=O.[F:46][C:47]([F:53])([F:52])[S:48]([OH:51])(=[O:50])=[O:49]>C1(OC)C=CC=CC=1>[F:46][C:47]([F:53])([F:52])[S:48]([OH:51])(=[O:50])=[O:49].[F:46][C:47]([F:53])([F:52])[S:48]([OH:51])(=[O:50])=[O:49].[SH:8][C@@H:9]1[CH2:13][N:12]([C:14]([O:16][CH2:17][C:18]2[CH:23]=[CH:22][C:21]([N+:24]([O-:26])=[O:25])=[CH:20][CH:19]=2)=[O:15])[C@H:11]([C:27]([N:29]2[CH2:35][CH2:34][CH2:33][N:32]([CH3:36])[CH2:31][CH2:30]2)=[O:28])[CH2:10]1 |f:4.5.6|. Procedure details: 620 mg of (2S, 4S)-4-(4-methoxybenzylthio)-2-(4-methyl-1-homopiperazinylcarbonyl)-1-(4-nitrobenzyloxycarbonyl)pyrrolidine (prepared as described in Preparation 5) were suspended in 1.23 ml of anisole, and the suspension was placed on an ice bath. Whilst the suspension was still on the ice bath, 6.2 ml of trifluoroacetic acid and 200 μl of trifluoromethanesulfonic acid were added to it, and the resulting mixture was stirred for 1 hour at room temperature. At the end of this time, the mixture was ...